This data is from the Open Reaction Database (ORD), a public repository of structured organic reaction records. The task is: describe an organic reaction: reactants, conditions, products, and yield The reactants are NC=1C=CC(=C(C1)O)C (5-amino 2-methyl phenol), diamine, O (water), N (ammonia). The reagents and catalysts are [Fe-3](C#N)(C#N)(C#N)(C#N)(C#N)C#N.[K+].[K+].[K+] (potassium ferricyanide). Yields the product C1=CC(=O)C=CC1=NC2=CC=C(C=C2)N (indoaniline). RXN SMILES: [NH2:1][C:2]1[CH:3]=[CH:4][C:5](C)=[C:6](O)[CH:7]=1.[NH3:10].[OH2:11]>[Fe-3](C#N)(C#N)(C#N)(C#N)(C#N)C#N.[K+].[K+].[K+]>[CH:2]1[C:3](=[N:10][C:5]2[CH:6]=[CH:7][C:2]([NH2:1])=[CH:3][CH:4]=2)[CH:4]=[CH:5][C:6](=[O:11])[CH:7]=1 |f:3.4.5.6|. Procedure: 0.02 mole (2.46 g) 5-amino 2-methyl phenol and 0.02 mole (2.85 g) chloroparaphenylene diamine are dissolved in 200 cc water to which have been added 50 cc ammonia 22° Be. To this mixture there is added, little by little with agitation, 0.04 mole (13.16 g) potassium ferricyanide. The reaction mass is then filtered on a suction filter and a yield of 5 g of said indoaniline is obtained. After recrystallization in a pyridine and water mixture, the said indoaniline recovered melts at 120°. Reactants: NC1=NC(=C(C(=N1)O)CC1=CC=C(C=C1)CC#N)C (2-(4-((2-Amino-4-hydroxy-6-methylpyrimidin-5-yl)methyl)phenyl)acetonitrile), C1(=C(C(=CC(=C1)C)C)S(=O)(=O)Cl)C (2-mesitylenesulfonyl chloride), TEA. Reagents/catalysts: CN(C)C=1C=CN=CC1 (DMAP). Reaction conditions: time 18 hour. The product is CC1=C(C(=CC(=C1)C)C)S(=O)(=O)OC1=NC(=NC(=C1CC1=CC=C(C=C1)CC#N)C)N (2-Amino-5-(4-(cyanomethyl)benzyl)-6-methylpyrimidin-4-yl 2,4,6-trimethylbenzenesulfonate). RXN SMILES: [NH2:1][C:2]1[N:7]=[C:6]([OH:8])[C:5]([CH2:9][C:10]2[CH:15]=[CH:14][C:13]([CH2:16][C:17]#[N:18])=[CH:12][CH:11]=2)=[C:4]([CH3:19])[N:3]=1.[C:20]1([CH3:32])[CH:25]=[C:24]([CH3:26])[CH:23]=[C:22]([CH3:27])[C:21]=1[S:28](Cl)(=[O:30])=[O:29]>CN(C1C=CN=CC=1)C>[CH3:32][C:20]1[CH:25]=[C:24]([CH3:26])[CH:23]=[C:22]([CH3:27])[C:21]=1[S:28]([O:8][C:6]1[C:5]([CH2:9][C:10]2[CH:15]=[CH:14][C:13]([CH2:16][C:17]#[N:18])=[CH:12][CH:11]=2)=[C:4]([CH3:19])[N:3]=[C:2]([NH2:1])[N:7]=1)(=[O:29])=[O:30]. Procedure: A mixture of the product from step (iii) (3.4 g), 2-mesitylenesulfonyl chloride (3.51 g), TEA (5.59 ml) and DMAP (82 mg) was stirred at rt for 18 h. The mixture was partitioned between DCM/water, the organics separated, washed with aq. NaHCO3 soln, water, dried and evaporated under reduced pressure. The residue was triturated with ether/ethylacetate and filtered to afford the subtitle compound, 5.08 g. The reactants are IC1=C(C=NC=C1)N(C(OC(C)(C)C)=O)CC1=NOC(=C1)C (tert-butyl 4-iodopyridin-3-yl((5-methylisoxazol-3-yl)methyl)carbamate), FC1=CC(=C(C=C1)B(O)O)OC (4-fluoro-2-methoxyphenylboronic acid). Yields the product FC1=CC(=C(C=C1)C1=C(C=NC=C1)N(C(OC(C)(C)C)=O)CC1=NOC(=C1)C)OC (tert-Butyl 4-(4-fluoro-2-methoxyphenyl)pyridin-3-yl((5-methylisoxazol-3-yl)methyl)-carbamate). As a reaction SMILES: I[C:2]1[CH:7]=[CH:6][N:5]=[CH:4][C:3]=1[N:8]([CH2:16][C:17]1[CH:21]=[C:20]([CH3:22])[O:19][N:18]=1)[C:9](=[O:15])[O:10][C:11]([CH3:14])([CH3:13])[CH3:12].[F:23][C:24]1[CH:29]=[CH:28][C:27](B(O)O)=[C:26]([O:33][CH3:34])[CH:25]=1>>[F:23][C:24]1[CH:29]=[CH:28][C:27]([C:2]2[CH:7]=[CH:6][N:5]=[CH:4][C:3]=2[N:8]([CH2:16][C:17]2[CH:21]=[C:20]([CH3:22])[O:19][N:18]=2)[C:9](=[O:15])[O:10][C:11]([CH3:14])([CH3:13])[CH3:12])=[C:26]([O:33][CH3:34])[CH:25]=1. Reported procedure: The title compound was prepared in analogy to example 72, from tert-butyl 4-iodopyridin-3-yl((5-methylisoxazol-3-yl)methyl)carbamate and 4-fluoro-2-methoxyphenylboronic acid after a reaction time of 18 hours at 90° C. The compound was purified by silica gel chromatography on a 20 g column using an MPLC (Flashmaster) system eluting with a gradient of n-heptane:EtOAc (100:0 to 0:100). Colorless foam (88%). MS (ESI): m/z=414.182 [M+H]+. Reactants: CCOC(=O)CSc1cnc(NC(=O)N(CC2CCCC2)c2cccc(C(=O)NC(C)C)c2)s1, CCOC(=O)CSc1cnc(N)s1, CS(=O)(=O)c1ccc(N(CC2CCCC2)C(=O)Nc2nc(CC(=O)O)cs2)cc1, CC(C)NC(=O)c1cccc(NCCC2CCCC2)c1. Product: CC(C)NC(=O)c1cccc(N(CC2CCCC2)C(=O)Nc2ncc(SCC(=O)O)s2)c1. Reaction SMILES: [CH2:1]([CH3:2])[O:3][C:4]([CH2:5][S:6][c:7]1[cH:8][n:9][c:10]([NH:12][C:13](=[O:14])[N:15]([c:16]2[cH:17][c:18]([C:22]([NH:23][CH:24]([CH3:25])[CH3:26])=[O:27])[cH:19][cH:20][cH:21]2)[CH2:28][CH:29]2[CH2:30][CH2:31][CH2:32][CH2:33]2)[s:11]1)=[O:34].[CH2:84]([O:85][C:86](=[O:87])[CH2:88][S:89][c:90]1[s:91][c:92]([NH2:93])[n:94][cH:95]1)[CH3:96].[CH:35]1([CH2:36][N:37]([c:38]2[cH:39][cH:40][c:41]([S:42]([CH3:43])(=[O:44])=[O:45])[cH:46][cH:47]2)[C:48](=[O:49])[NH:50][c:51]2[s:52][cH:53][c:54]([CH2:55][C:56]([OH:57])=[O:58])[n:59]2)[CH2:60][CH2:61][CH2:62][CH2:63]1.[CH:64]1([CH2:65][CH2:66][NH:67][c:68]2[cH:69][c:70]([C:74]([NH:75][CH:76]([CH3:77])[CH3:78])=[O:79])[cH:71][cH:72][cH:73]2)[CH2:80][CH2:81][CH2:82][CH2:83]1>>[O:3]=[C:4]([CH2:5][S:6][c:7]1[cH:8][n:9][c:10]([NH:12][C:13](=[O:14])[N:15]([c:16]2[cH:17][c:18]([C:22]([NH:23][CH:24]([CH3:25])[CH3:26])=[O:27])[cH:19][cH:20][cH:21]2)[CH2:28][CH:29]2[CH2:30][CH2:31][CH2:32][CH2:33]2)[s:11]1)[OH:34].